This data is from the Open Reaction Database (ORD), a public repository of structured organic reaction records. The task is: describe an organic reaction: reactants, conditions, products, and yield The reactants are COc1cc(OC)cc(N2CCNCC2)c1, CCOC(=O)Nc1nc2cc(Cl)ccc2nc1OC. The product is COc1cc(OC)cc(N2CCN(C(=O)Nc3nc4cc(Cl)ccc4nc3OC)CC2)c1. As a reaction SMILES: [CH3:20][O:21][c:22]1[cH:23][c:24]([N:30]2[CH2:31][CH2:32][NH:33][CH2:34][CH2:35]2)[cH:25][c:26]([O:28][CH3:29])[cH:27]1.[Cl:1][c:2]1[cH:3][c:4]2[n:5][c:6]([NH:14][C:15]([O:16][CH2:17][CH3:18])=[O:19])[c:7]([O:12][CH3:13])[n:8][c:9]2[cH:10][cH:11]1>>[Cl:1][c:2]1[cH:3][c:4]2[n:5][c:6]([NH:14][C:15](=[O:19])[N:33]3[CH2:32][CH2:31][N:30]([c:24]4[cH:23][c:22]([O:21][CH3:20])[cH:27][c:26]([O:28][CH3:29])[cH:25]4)[CH2:35][CH2:34]3)[c:7]([O:12][CH3:13])[n:8][c:9]2[cH:10][cH:11]1.